Dataset: the Open Reaction Database (ORD), a public repository of structured organic reaction records. Task: describe an organic reaction: reactants, conditions, products, and yield Starting materials: O (water), C(#N)C1=CC=C(COC2=CC=C(C=C2)[C@H]2[C@@H](C2)NC(OC(C)(C)C)=O)C=C1 (tert-butyl(trans)-2-{4-[(4-cyanobenzyl)oxy]phenyl}cyclopropylcarbamate), [OH-].[Na+] (NaOH). The solvent is O1CCOCC1.OS(=O)(=O)O (1,4-dioxane H2SO4). Run at time 45 minute. The product is N[C@H]1[C@@H](C1)C1=CC=C(OCC2=CC=C(C#N)C=C2)C=C1 (4-({4-[(trans)-2-aminocyclopropyl]phenoxy}methyl)benzonitrile). The yield is 84.6%. Reaction SMILES: [C:1]([C:3]1[CH:27]=[CH:26][C:6]([CH2:7][O:8][C:9]2[CH:14]=[CH:13][C:12]([C@@H:15]3[CH2:17][C@H:16]3[NH:18]C(=O)OC(C)(C)C)=[CH:11][CH:10]=2)=[CH:5][CH:4]=1)#[N:2].O.[OH-].[Na+]>O1CCOCC1.OS(O)(=O)=O>[NH2:18][C@@H:16]1[CH2:17][C@H:15]1[C:12]1[CH:13]=[CH:14][C:9]([O:8][CH2:7][C:6]2[CH:5]=[CH:4][C:3]([C:1]#[N:2])=[CH:27][CH:26]=2)=[CH:10][CH:11]=1 |f:2.3,4.5|. Procedure: tert-butyl(trans)-2-{4-[(4-cyanobenzyl)oxy]phenyl}cyclopropylcarbamate (0.31 g, 0.85 mmol) was dissolved in a mixture of 1,4-dioxane/H2SO4 (15 mL, 10:1, v/v) and stirred at room temperature for 45 min. The reaction mixture was poured into water (15 mL), basified by addition of 15 mL of aqueous NaOH (10%) and extracted with EtOAc (2×15 mL); the organic layers were washed with brine (20 mL), dried over anhydrous Na2SO4 and filtered. After removal of the solvent, the crude residue was purified by c... Reactants: FC=1C=C(C=C(C1)C1(CCOCC1)OC)OCC1=CC=C(C=C1)N1C(=NC=C1)C (4-[5-fluoro-3-[4-(2-methylimidazol-1-yl) benzyloxy]phenyl]-4-methoxy-3,4,5,6-tetrahydro-2H-pyran), Cl (Hydrogen Chloride), CO (Methanol). Solvent: C(Cl)Cl (CH2Cl2). Run at time 10 minute. The product is Cl.FC=1C=C(C=C(C1)C1(CCOCC1)OC)OCC1=CC=C(C=C1)N1C(=NC=C1)C (4-[5-fluoro-3-[4-(2-methylimidazol-1-yl) benzyloxy]phenyl]-4-methoxy-3,4,5,6-tetrahydro-2H-pyran hydrochloride). The yield is 55.0%. As a reaction SMILES: [F:1][C:2]1[CH:3]=[C:4]([O:16][CH2:17][C:18]2[CH:23]=[CH:22][C:21]([N:24]3[CH:28]=[CH:27][N:26]=[C:25]3[CH3:29])=[CH:20][CH:19]=2)[CH:5]=[C:6]([C:8]2([O:14][CH3:15])[CH2:13][CH2:12][O:11][CH2:10][CH2:9]2)[CH:7]=1.[ClH:30].CO>C(Cl)Cl>[ClH:30].[F:1][C:2]1[CH:3]=[C:4]([O:16][CH2:17][C:18]2[CH:23]=[CH:22][C:21]([N:24]3[CH:28]=[CH:27][N:26]=[C:25]3[CH3:29])=[CH:20][CH:19]=2)[CH:5]=[C:6]([C:8]2([O:14][CH3:15])[CH2:13][CH2:12][O:11][CH2:10][CH2:9]2)[CH:7]=1 |f:4.5|. Procedure: To a solution of 4-[5-fluoro-3-[4-(2-methylimidazol-1-yl) benzyloxy]phenyl]-4-methoxy-3,4,5,6-tetrahydro-2H-pyran (0.5 g, 1.3 mmol) in dry CH2Cl2 (5 ml) was added "Hydrogen Chloride; Methanol Reagent 10" (4 ml, Tokyo Chemical Industries) at ambient temperature. After stirring for 10 minutes solvent was removed under reduced pressure. The crude product was recrystallized from isopropyl alcohol (4 ml) -ethanol (3 ml) to give 4-[5-fluoro-3-[4-(2-methylimidazol-1-yl) benzyloxy]phenyl]-4-methoxy-3,4,... Starting materials: O1CCN(CC1)C1=NC(=CC(=C1)C#N)C1=CC=C(C=C1)C(F)(F)F (2-morpholino-6-[4-(trifluoromethyl)phenyl]pyridine-4-carbonitrile), [H-].[H-].[H-].[H-].[Li+].[Al+3] (LiAlH4). Solvent: C(C)OCC (diethyl ether), C(C)OCC (diethyl ether). Conditions: temperature 0 celsius. Yields the product O1CCN(CC1)C1=NC(=CC(=C1)CN)C1=CC=C(C=C1)C(F)(F)F ([2-morpholino-6-[4-(trifluoromethyl)phenyl]-4-pyridyl]methanamine). Isolated yield 99.3%. Reaction SMILES: [O:1]1[CH2:6][CH2:5][N:4]([C:7]2[CH:12]=[C:11]([C:13]#[N:14])[CH:10]=[C:9]([C:15]3[CH:20]=[CH:19][C:18]([C:21]([F:24])([F:23])[F:22])=[CH:17][CH:16]=3)[N:8]=2)[CH2:3][CH2:2]1.[H-].[H-].[H-].[H-].[Li+].[Al+3]>C(OCC)C>[O:1]1[CH2:6][CH2:5][N:4]([C:7]2[CH:12]=[C:11]([CH2:13][NH2:14])[CH:10]=[C:9]([C:15]3[CH:16]=[CH:17][C:18]([C:21]([F:24])([F:22])[F:23])=[CH:19][CH:20]=3)[N:8]=2)[CH2:3][CH2:2]1 |f:1.2.3.4.5.6|. Procedure details: A solution of nitrile 26B (1.33 g, 4 mmol) in diethyl ether (30 mL) was added in small amounts to a mixture of LiAlH4 (305 mg, 2 mol eq) in diethyl ether (20 mL) stirred at 0° C. After the addition was completed, the mixture was stirred at room temperature overnight. The excess of LiAlH4 was destroyed at 0° C. by addition of small amount of water (30 mL), the solid formed was filtered off and the organic filtrate was separated, washed with brine (50 mL) and dried over Na2SO4. The organic phase w... Reactants: P(=O)(Cl)(Cl)Cl (phosphorous oxychloride), C(#N)CCCCC#CC=1N=C(C=2N=CN([C@H]3[C@H](O)[C@H](O)[C@@H](CO)O3)C2N1)N (2-(6-cyano-1-hexyn-1-yl)adenosine), P(=O)(OCC)(OCC)OCC (triethyl phosphate), [OH-].[Na+] (sodium hydroxide). Conditions: time 5 hour. Yields the product P(=O)([O-])([O-])OC[C@@H]1[C@H]([C@H]([C@@H](O1)N1C=NC=2C(N)=NC(=NC12)C#CCCCCC#N)O)O.C(C)[NH+](CC)CC.C(C)[NH+](CC)CC (triethylammonium 2-(6-cyano-1-hexyn-1-yl)adenosine 5′-monophosphate). Reaction SMILES: [C:1]([CH2:3][CH2:4][CH2:5][CH2:6][C:7]#[C:8][C:9]1[N:10]=[C:11]([NH2:27])[C:12]2[N:13]=[CH:14][N:15]([C:25]=2[N:26]=1)[C@@H:16]1[O:24][C@H:21]([CH2:22][OH:23])[C@@H:19]([OH:20])[C@H:17]1[OH:18])#[N:2].P(Cl)(Cl)(Cl)=O.[OH-].[Na+].[P:35](O[CH2:44][CH3:45])([O:40]CC)([O:37][CH2:38]C)=[O:36]>>[P:35]([O:23][CH2:22][C@H:21]1[O:24][C@@H:16]([N:15]2[C:25]3[N:26]=[C:9]([C:8]#[C:7][CH2:6][CH2:5][CH2:4][CH2:3][C:1]#[N:2])[N:10]=[C:11]([NH2:27])[C:12]=3[N:13]=[CH:14]2)[C@H:17]([OH:18])[C@@H:19]1[OH:20])([O-:40])([O-:37])=[O:36].[CH2:9]([NH+:10]([CH2:44][CH3:45])[CH2:11][CH3:12])[CH3:8].[CH2:16]([NH+:15]([CH2:25][CH3:12])[CH2:14][CH3:38])[CH3:17] |f:2.3,5.6.7|. Procedure: Under argon, A 2-(6-cyano-1-hexyn-1-yl)adenosine (2.41 g) was dissolved in triethyl phosphate (15 mL), and, under ice-cooling conditions, phosphorous oxychloride (25.2 mL, 3.9 eq.) was added thereto, followed by stirring at the same temperature for 5 hours. The reaction mixture was added dropwise to a 10% sodium hydroxide solution (300 mL), and the resultant mixture was washed with ether. The aqueous layer was separated and water was removed under reduced pressure, and the residue was purified b... The reactants are C(C)(=O)OCC1=C(C=CC=C1B1OC(C(O1)(C)C)(C)C)N1C(C2=CC=C(C=C2C1)C(C)(C)C)=O (2-(5-tert-Butyl-1-oxoisoindolin-2-yl)-6-(4,4,5,5-tetramethyl-1,3,2-dioxaborolan-2-yl)benzyl Acetate), BrC=1N=C(C(N(C1)C)=O)NC=1C=NC=CC1 (5-Bromo-1-methyl-3-(pyridin-3-ylamino)pyrazin-2(1H)-one), C([O-])([O-])=O.[Na+].[Na+] (sodium carbonate), C([O-])([O-])=O.[K+].[K+] (potassium carbonate). Reagents/catalysts: C=1C=CC(=CC1)[P](C=2C=CC=CC2)(C=3C=CC=CC3)[Pd]([P](C=4C=CC=CC4)(C=5C=CC=CC5)C=6C=CC=CC6)([P](C=7C=CC=CC7)(C=8C=CC=CC8)C=9C=CC=CC9)[P](C=1C=CC=CC1)(C=1C=CC=CC1)C=1C=CC=CC1 (Tetrakis(triphenylphosphine)palladium). Run in O (water), O1CCOCC1 (1,4-dioxane), CO (methanol). Reaction conditions: temperature 100 celsius, time 2 hour. Yields the product C(C)(C)(C)C=1C=C2CN(C(C2=CC1)=O)C1=C(C(=CC=C1)C=1N=C(C(N(C1)C)=O)NC=1C=NC=CC1)CO (5-tert-Butyl-2-(2-(hydroxymethyl)-3-(4-methyl-5-oxo-6-(pyridin-3-ylamino)-4,5-dihydropyrazin-2-yl)phenyl)isoindolin-1-one). Isolated yield 27.0%. As a reaction SMILES: C([O:4][CH2:5][C:6]1[C:11](B2OC(C)(C)C(C)(C)O2)=[CH:10][CH:9]=[CH:8][C:7]=1[N:21]1[CH2:29][C:28]2[C:23](=[CH:24][CH:25]=[C:26]([C:30]([CH3:33])([CH3:32])[CH3:31])[CH:27]=2)[C:22]1=[O:34])(=O)C.Br[C:36]1[N:37]=[C:38]([NH:44][C:45]2[CH:46]=[N:47][CH:48]=[CH:49][CH:50]=2)[C:39](=[O:43])[N:40]([CH3:42])[CH:41]=1.C(=O)([O-])[O-].[Na+].[Na+].C(=O)([O-])[O-].[K+].[K+]>CO.C1C=CC([P]([Pd]([P](C2C=CC=CC=2)(C2C=CC=CC=2)C2C=CC=CC=2)([P](C2C=CC=CC=2)(C2C=CC=CC=2)C2C=CC=CC=2)[P](C2C=CC=CC=2)(C2C=CC=CC=2)C2C=CC=CC=2)(C2C=CC=CC=2)C2C=CC=CC=2)=CC=1.O.O1CCOCC1>[C:30]([C:26]1[CH:27]=[C:28]2[C:23](=[CH:24][CH:25]=1)[C:22](=[O:34])[N:21]([C:7]1[CH:8]=[CH:9][CH:10]=[C:11]([C:36]3[N:37]=[C:38]([NH:44][C:45]4[CH:46]=[N:47][CH:48]=[CH:49][CH:50]=4)[C:39](=[O:43])[N:40]([CH3:42])[CH:41]=3)[C:6]=1[CH2:5][OH:4])[CH2:29]2)([CH3:33])([CH3:32])[CH3:31] |f:2.3.4,5.6.7,^1:68,70,89,108|. Procedure details: A 100-mL single-neck round-bottomed flask equipped with a magnetic stirrer and reflux condenser was purged with nitrogen and charged with 103f (298 mg, 0.643 mmol), 112a (150 mg, 0.536 mmol), sodium carbonate (170 mg, 1.61 mmol), 1,4-dioxane (5 mL) and water (1 mL). This mixture was degassed with nitrogen for 30 min. Tetrakis(triphenylphosphine)palladium (62 mg, 0.054 mmol) was added. After heating at 100° C. for 3 h, the reaction mixture was cooled to room temperature and partitioned between wa... Reactants: ClC1=C2NC=NC2=NC=N1 (6-Chloropurine), [Si](C)(C)(C)OS(=O)(=O)C(F)(F)F (TMSOTf), CNC([C@@H]1[C@H]([C@H](C(OC(C)=O)O1)OC(C)=O)N=[N+]=[N-])=O (1,2-bis-O-acetyl-3-azido-3-deoxy-D-ribofuranuronic acid methyl amide), 4A. Run in C[Si](N[Si](C)(C)C)(C)C (hexamethyl disilazane), ClC(C)Cl (dichloroethane). Conditions: temperature 110 celsius, time 2 hour. Product: CNC(=O)[C@H]1O[C@H]([C@@H]([C@@H]1N=[N+]=[N-])OC(C)=O)N1C2=NC=NC(=C2N=C1)Cl ((2S,3S,4R,5R)3-Azido-5-(6-chloro-purin-9-yl)-4-acetoxy-tetrahydro-furan-2-carboxylic acid methylamide). The yield is 63.3%. As a reaction SMILES: [Cl:1][C:2]1[N:10]=[CH:9][N:8]=[C:7]2[C:3]=1[NH:4][CH:5]=[N:6]2.[CH3:11][NH:12][C:13](=[O:30])[C@H:14]1[O:22][CH:17](OC(=O)C)[C@H:16]([O:23][C:24](=[O:26])[CH3:25])[C@@H:15]1[N:27]=[N+:28]=[N-:29].[Si](OS(C(F)(F)F)(=O)=O)(C)(C)C>C[Si](C)(C)N[Si](C)(C)C.ClC(Cl)C>[CH3:11][NH:12][C:13]([C@@H:14]1[C@@H:15]([N:27]=[N+:28]=[N-:29])[C@@H:16]([O:23][C:24](=[O:26])[CH3:25])[C@H:17]([N:6]2[CH:5]=[N:4][C:3]3[C:7]2=[N:8][CH:9]=[N:10][C:2]=3[Cl:1])[O:22]1)=[O:30]. Procedure: 6-Chloropurine (20.4 g, 0.132 mol) was suspended in hexamethyl disilazane (165 mL) and heated at 110° C. After 2 h, the now homogeneous mixture was concentrated and the solid residue reconcentrated from toluene 2× and placed under high vac for 1 hour. The resulting solid was combined with 1,2-bis-O-acetyl-3-azido-3-deoxy-D-ribofuranuronic acid methyl amide (12.7 g, 0.044 mol) and dissolved in anhydrous dichloroethane (350 mL). Powdered 4A molecular sieves (15 g) were added and the mixture stirre... Starting materials: COc1ccc(-c2nc(CNC(C)=O)sc2-c2ccc(OC)cc2)cc1, Cl, [Na+], [OH-], O. Yields the product Cl, COc1ccc(-c2nc(CN)sc2-c2ccc(OC)cc2)cc1. RXN SMILES: [C:1](=[O:2])([CH3:3])[NH:4][CH2:5][c:6]1[s:7][c:8](-[c:19]2[cH:20][cH:21][c:22]([O:25][CH3:26])[cH:23][cH:24]2)[c:9](-[c:11]2[cH:12][cH:13][c:14]([O:17][CH3:18])[cH:15][cH:16]2)[n:10]1.[ClH:27].[Na+:29].[OH-:28].[OH2:30]>>[ClH:27].[NH2:4][CH2:5][c:6]1[s:7][c:8](-[c:19]2[cH:20][cH:21][c:22]([O:25][CH3:26])[cH:23][cH:24]2)[c:9](-[c:11]2[cH:12][cH:13][c:14]([O:17][CH3:18])[cH:15][cH:16]2)[n:10]1.